Dataset: the Open Reaction Database (ORD), a public repository of structured organic reaction records. Task: describe an organic reaction: reactants, conditions, products, and yield The reactants are CC(=O)O, CO, CC(Cl)Cl, CCOC(=O)c1cn(-c2cc(N)c(F)c(F)c2F)c2nc(Cl)c(F)cc2c1=O. Product: Nc1cc(-n2cc(C(=O)O)c(=O)c3cc(F)c(Cl)nc32)c(F)c(F)c1F. As a reaction SMILES: [CH3:29][C:30](=[O:31])[OH:32].[CH3:37][OH:38].[Cl:33][CH:34]([Cl:35])[CH3:36].[NH2:1][c:2]1[cH:3][c:4](-[n:11]2[cH:12][c:13]([C:24](=[O:25])[O:26][CH2:27][CH3:28])[c:14](=[O:23])[c:15]3[cH:16][c:17]([F:22])[c:18]([Cl:21])[n:19][c:20]23)[c:5]([F:10])[c:6]([F:9])[c:7]1[F:8]>>[NH2:1][c:2]1[cH:3][c:4](-[n:11]2[cH:12][c:13]([C:24](=[O:25])[OH:26])[c:14](=[O:23])[c:15]3[cH:16][c:17]([F:22])[c:18]([Cl:21])[n:19][c:20]23)[c:5]([F:10])[c:6]([F:9])[c:7]1[F:8]. The reactants are ClC1=NC(=CC2=CC=CC=C12)NC1=NNC(=C1)C ((1-chloro-isoquinolin-3-yl)-(5-methyl-1H-pyrazol-3-yl)-amine), FC1=C(C=CC(=C1)F)B(O)O (2,4-difluoro-phenylboronic acid). Yields the product FC1=C(C=CC(=C1)F)C1=NC(=CC2=CC=CC=C12)NC1=NNC(=C1)C ([1-(2,4-difluoro-phenyl)-isoquinolin-3-yl]-(5-methyl-1H-pyrazol-3-yl)-amine). Reaction SMILES: Cl[C:2]1[C:11]2[C:6](=[CH:7][CH:8]=[CH:9][CH:10]=2)[CH:5]=[C:4]([NH:12][C:13]2[CH:17]=[C:16]([CH3:18])[NH:15][N:14]=2)[N:3]=1.[F:19][C:20]1[CH:25]=[C:24]([F:26])[CH:23]=[CH:22][C:21]=1B(O)O>>[F:19][C:20]1[CH:25]=[C:24]([F:26])[CH:23]=[CH:22][C:21]=1[C:2]1[C:11]2[C:6](=[CH:7][CH:8]=[CH:9][CH:10]=2)[CH:5]=[C:4]([NH:12][C:13]2[CH:17]=[C:16]([CH3:18])[NH:15][N:14]=2)[N:3]=1. Reported procedure: Similar procedure as described in example 131 was used, starting from (1-chloro-isoquinolin-3-yl)-(5-methyl-1H-pyrazol-3-yl)-amine and 2,4-difluoro-phenylboronic acid to give [1-(2,4-difluoro-phenyl)-isoquinolin-3-yl]-(5-methyl-1H-pyrazol-3-yl)-amine. LC-MS m/e 337(MH+). Reactants: CCO, CC1(CCOc2ccc([N+](=O)[O-])cc2Cl)CC1(Cl)Cl, c1ccccc1. Yields the product CC1(CCOc2ccc(N)cc2Cl)CC1(Cl)Cl. RXN SMILES: [CH2:20]([OH:21])[CH3:22].[Cl:1][c:2]1[cH:3][c:4]([N+:17]([O-:18])=[O:19])[cH:5][cH:6][c:7]1[O:8][CH2:9][CH2:10][C:11]1([CH3:16])[C:12]([Cl:14])([Cl:15])[CH2:13]1.[cH:23]1[cH:24][cH:25][cH:26][cH:27][cH:28]1>>[Cl:1][c:2]1[cH:3][c:4]([NH2:17])[cH:5][cH:6][c:7]1[O:8][CH2:9][CH2:10][C:11]1([CH3:16])[C:12]([Cl:14])([Cl:15])[CH2:13]1.